The task is: describe an organic reaction: reactants, conditions, products, and yield. This data is from the Open Reaction Database (ORD), a public repository of structured organic reaction records. Reactants: Cl (HCl), three, COC([C@@H](NC(=O)N(CC=1N=C(SC1)C(C)C)C)C(C)C)=O (N-((N-Methyl-N-((2-isopropyl-4-thiazolyl)methyl)amino)carbonyl)-L-valine Methyl Ester), lithium hydroxide monohydrate,, C1CCOC1 (THF). Solvent: O (water), O (water). Yields the product CN(CC=1N=C(SC1)C(C)C)C(=O)N[C@@H](C(C)C)C(=O)O (N-((N-Methyl-N-((2-isopropyl-4-thiazolyl)methyl)amino)carbonyl)-L-valine). Procedure: To a one liter three neck flask was charged the product of Example 73C (50 g, 0.153 mol), lithium hydroxide monohydrate,(13 g, 0.310 mol), 200 ml THF and 190 ml water. This hazy solution was stirred for 2 hours. The reaction was quenched with a solution of conc. HCl (32.4 g, 0.329 mol) in 65 mL water, the THF was removed under vacuum and the product extracted into methylene chloride (3×210 ml). (NOTE: If necessary, the pH of the aqueous layer should be adjusted to maintain pH 1-4 during the extr... Reaction SMILES: C[O:2][C:3](=[O:22])[C@H:4]([CH:19]([CH3:21])[CH3:20])[NH:5][C:6]([N:8]([CH3:18])[CH2:9][C:10]1[N:11]=[C:12]([CH:15]([CH3:17])[CH3:16])[S:13][CH:14]=1)=[O:7].C1COCC1.Cl>O>[CH3:18][N:8]([C:6]([NH:5][C@H:4]([C:3]([OH:22])=[O:2])[CH:19]([CH3:20])[CH3:21])=[O:7])[CH2:9][C:10]1[N:11]=[C:12]([CH:15]([CH3:17])[CH3:16])[S:13][CH:14]=1. Conditions: time 2 hour.